Dataset: the Open Reaction Database (ORD), a public repository of structured organic reaction records. Task: describe an organic reaction: reactants, conditions, products, and yield Starting materials: N(=NC1=CC=CC=C1)C1=CC=CC=C1 (azobenzene), C1=CC=CC=2C3=CC=CC=C3C(C12)=O (9-fluorenone), [N+](=O)([O-])C1=C(C=CC(=C1)Cl)N=NC1=C(C(=CC(=C1)C)C(C)(C)C)O (2-nitro-4-chloro-2'-hydroxy-3'-t-butyl-5'-methylazobenzene), [OH-].[Na+] (sodium hydroxide), resultant mixture, S(O)(O)(=O)=O (sulfuric acid). The solvent is O (water), O (water), C(CCC)O (n-butanol). Conditions: temperature 65 celsius, time 5 hour. The product is OC1=C(C=C(C=C1C(C)(C)C)C)N1N=C2C(=[N+]1[O-])C=CC(=C2)Cl (2-(2-hydroxy-3-t-butyl-5-methylphenyl)-5-chlorobenzotriazole-N-oxide). Yield: 745.9%. Reaction SMILES: [N+:1]([C:4]1[CH:9]=[C:8]([Cl:10])[CH:7]=[CH:6][C:5]=1[N:11]=[N:12][C:13]1[CH:18]=[C:17]([CH3:19])[CH:16]=[C:15]([C:20]([CH3:23])([CH3:22])[CH3:21])[C:14]=1[OH:24])([O-])=O.[OH-].[Na+].C1C2C(=[O:40])C3C(=CC=CC=3)C=2C=CC=1.N(C1C=CC=CC=1)=NC1C=CC=CC=1.S(=O)(=O)(O)O>O.C(O)CCC>[OH:24][C:14]1[C:15]([C:20]([CH3:23])([CH3:22])[CH3:21])=[CH:16][C:17]([CH3:19])=[CH:18][C:13]=1[N:12]1[N+:11]([O-:40])=[C:5]2[CH:6]=[CH:7][C:8]([Cl:10])=[CH:9][C:4]2=[N:1]1 |f:1.2|. Procedure details: 2-nitro-4-chloro-2'-hydroxy-3'-t-butyl-5'-methylazobenzene 23.2 g was added to a mixture of n-butanol 60 g, water 10.6 g and 97% sodium hydroxide 6.9 g, and the resultant mixture was stirred while raising temperature to 65° C. Thereafter, the mixture was cooled to 50° C., and 9-fluorenone 1.5 g was added to the mixture. The reaction mixture was then heated to 90° C. in one hour, and the mixture was stirred at 90°~96° C. for five hours to effect reaction, thus almost all of the azobenzene having ... The reactants are C(C)OP(=O)(OCC)C/C(=C/C(=O)OCC)/C (ethyl 4-(diethoxyphosphoryl)-3-methyl-but-2E-enoate), CC1(OC2=CC(=C(C=C2C(=C1)C1=CC=CC=C1)/C(=C(\C=O)/F)/C)OCCC)C ((2E)-3-(2,2-dimethyl-4-phenyl-7-propoxy-2H-chromen-6-yl)-2-fluoro-but-2-enal), CC1(OC2=CC(=C(C=C2C(=C1)C1=CC=CC=C1)/C(=C(\C=O)/F)/C)OCCC)C ((2E)-3-(2,2-dimethyl-4-phenyl-7-propoxy-2H-chromen-6-yl)-2-fluoro-but-2-enal). Yields the product CC1(OC2=CC(=C(C=C2C(=C1)C1=CC=CC=C1)/C(=C(\C=C\C(=C\C(=O)OCC)\C)/F)/C)OCCC)C (Ethyl (2E,4E,6E)-7-(2,2-dimethyl-4-phenyl-7-propoxy-2H-chromen-6-yl)-6-fluoro-3-methyl-octa-2,4,6-trienoate). As a reaction SMILES: C(OP([CH2:9]/[C:10](/[CH3:17])=[CH:11]/[C:12]([O:14][CH2:15][CH3:16])=[O:13])(OCC)=O)C.[CH3:18][C:19]1([CH3:45])[CH:28]=[C:27]([C:29]2[CH:34]=[CH:33][CH:32]=[CH:31][CH:30]=2)[C:26]2[C:21](=[CH:22][C:23]([O:41][CH2:42][CH2:43][CH3:44])=[C:24](/[C:35](/[CH3:40])=[C:36](/[F:39])\[CH:37]=O)[CH:25]=2)[O:20]1>>[CH3:18][C:19]1([CH3:45])[CH:28]=[C:27]([C:29]2[CH:34]=[CH:33][CH:32]=[CH:31][CH:30]=2)[C:26]2[C:21](=[CH:22][C:23]([O:41][CH2:42][CH2:43][CH3:44])=[C:24](/[C:35](/[CH3:40])=[C:36](/[F:39])\[CH:37]=[CH:9]\[C:10](\[CH3:17])=[CH:11]\[C:12]([O:14][CH2:15][CH3:16])=[O:13])[CH:25]=2)[O:20]1. Reported procedure: Following General Procedure O, ethyl 4-(diethoxyphosphoryl)-3-methyl-but-2E-enoate (237 mg, 0.83 mmol) and (2E)-3-(2,2-dimethyl-4-phenyl-7-propoxy-2H-chromen-6-yl)-2-fluoro-but-2-enal (Compound 102, 107 mg, 0.29 mmol) were reacted to give the title compound as a yellow oil after purification by flash chromatography (silica gel, 5% ethyl acetate in hexane). The reactants are ClC(=O)OCC (ethyl chloroformate), NCCO[C@H]([C@H]1CN(CCC1)C(=O)OC(C)(C)C)C1=CC(=CC(=C1)F)Cl ((R)-tert-butyl 3-((R)-(2-aminoethoxy)(3-chloro-5-fluorophenyl)methyl)piperidine-1-carboxylate), O (Water). Solvent: C(Cl)Cl (CH2Cl2), C(Cl)Cl (CH2Cl2), CCN(CC)CC (Et3N). Conditions: temperature 2.5 celsius, time 1.5 hour. Product: ClC=1C=C(C=C(C1)F)[C@@H]([C@H]1CN(CCC1)C(=O)OC(C)(C)C)OCCNC(=O)OCC ((R)-tert-butyl 3-((R)-(3-chloro-5-fluorophenyl)(2-(ethoxycarbonylamino)ethoxy)methyl)piperidine-1-carboxylate). Isolated yield 0.1%. RXN SMILES: [NH2:1][CH2:2][CH2:3][O:4][C@@H:5]([C:19]1[CH:24]=[C:23]([F:25])[CH:22]=[C:21]([Cl:26])[CH:20]=1)[C@@H:6]1[CH2:11][CH2:10][CH2:9][N:8]([C:12]([O:14][C:15]([CH3:18])([CH3:17])[CH3:16])=[O:13])[CH2:7]1.Cl[C:28]([O:30][CH2:31][CH3:32])=[O:29].O>C(Cl)Cl.CCN(CC)CC>[Cl:26][C:21]1[CH:20]=[C:19]([C@H:5]([O:4][CH2:3][CH2:2][NH:1][C:28]([O:30][CH2:31][CH3:32])=[O:29])[C@@H:6]2[CH2:11][CH2:10][CH2:9][N:8]([C:12]([O:14][C:15]([CH3:18])([CH3:17])[CH3:16])=[O:13])[CH2:7]2)[CH:24]=[C:23]([F:25])[CH:22]=1. Procedure details: To a solution of (R)-tert-butyl 3-((R)-(2-aminoethoxy)(3-chloro-5-fluorophenyl)methyl)piperidine-1-carboxylate (1.1 g, 2.85 mmol) in dry CH2Cl2 (20 mL), Et3N (2 mL) was added. The resulting mixture was cooled to 0-5° C. under ice-water bath, a solution of ethyl chloroformate (615 mg, 5.7 mmol) in dry CH2Cl2 (2 mL) was added dropwise. After addition, the reaction mixture was stirred for 1-2 hr at rt. Water (20 mL) was added to quench the reaction. The aqueous layer was extracted with CH2Cl2 (3×20...